Dataset: the Open Reaction Database (ORD), a public repository of structured organic reaction records. Task: describe an organic reaction: reactants, conditions, products, and yield The reactants are [Cl-].[Al+3].[Cl-].[Cl-] (aluminum chloride), OC=1C(=C2COC(C2=C(C1OC)[N+](=O)[O-])=O)[N+](=O)[O-] (5-Hydroxy-6-methoxy-4,7-dinitro-3H-isobenzofuran-1-one), N1=CC=CC=C1 (Pyridine). The solvent is C(C)(=O)OCC (ethyl acetate). Yields the product OC=1C(=C2COC(C2=C(C1O)[N+](=O)[O-])=O)[N+](=O)[O-] (5,6-Dihydroxy-4,7-dinitro-3H-isobenzofuran-1-one). RXN SMILES: [OH:1][C:2]1[C:3]([N+:17]([O-:19])=[O:18])=[C:4]2[C:8](=[C:9]([N+:13]([O-:15])=[O:14])[C:10]=1[O:11]C)[C:7](=[O:16])[O:6][CH2:5]2.[Cl-].[Al+3].[Cl-].[Cl-].N1C=CC=CC=1>C(OCC)(=O)C>[OH:1][C:2]1[C:3]([N+:17]([O-:19])=[O:18])=[C:4]2[C:8](=[C:9]([N+:13]([O-:15])=[O:14])[C:10]=1[OH:11])[C:7](=[O:16])[O:6][CH2:5]2 |f:1.2.3.4|. Procedure: 5-Hydroxy-6-methoxy-4,7-dinitro-3H-isobenzofuran-1-one (210 mg) was dissolved in ethyl acetate (2.5 ml) followed by addition of aluminum chloride (132 mg) in nitrogen atmosphere. Pyridine (265 μl, 3.28 mmol) was added dropwise. The resulting mixture was heated to reflux for 2 hours, and then quenched with water (0.5 ml) and conc. HCl (0.5 ml) at 75° C. Ethyl acetate (15 ml) was added and phases were separated. The aqueous layer was extracted once with ethyl acetate (15 ml). The combined organic ... Starting materials: NCc1ccccc1-c1ccccc1C(=O)NCc1ccccc1, NC(c1ccccc1-c1ccccc1C(=O)NCc1ccccc1)S(=O)(=O)c1cccc(F)c1, O=S(=O)(Cl)c1cccc(F)c1. Yields the product O=C(NCc1ccccc1)c1ccccc1-c1ccccc1CNS(=O)(=O)c1cccc(F)c1. As a reaction SMILES: [CH2:1]([c:2]1[cH:3][cH:4][cH:5][cH:6][cH:7]1)[NH:8][C:9](=[O:10])[c:11]1[c:12](-[c:17]2[c:18]([CH2:23][NH2:24])[cH:19][cH:20][cH:21][cH:22]2)[cH:13][cH:14][cH:15][cH:16]1.[CH2:36]([NH:37][C:38]([c:39]1[c:40](-[c:41]2[cH:42][cH:43][cH:44][cH:45][c:46]2[CH:47]([S:48]([c:49]2[cH:50][cH:51][cH:52][c:53]([F:54])[cH:55]2)(=[O:56])=[O:57])[NH2:58])[cH:59][cH:60][cH:61][cH:62]1)=[O:63])[c:64]1[cH:65][cH:66][cH:67][cH:68][cH:69]1.[F:25][c:26]1[cH:27][c:28]([S:32](=[O:33])(=[O:34])[Cl:35])[cH:29][cH:30][cH:31]1>>[CH2:1]([c:2]1[cH:3][cH:4][cH:5][cH:6][cH:7]1)[NH:8][C:9](=[O:10])[c:11]1[c:12](-[c:17]2[c:18]([CH2:23][NH:24][S:32]([c:28]3[cH:27][c:26]([F:25])[cH:31][cH:30][cH:29]3)(=[O:33])=[O:34])[cH:19][cH:20][cH:21][cH:22]2)[cH:13][cH:14][cH:15][cH:16]1. The reactants are C(C1=CC=CC=C1)OC(CO)CO (2-benzyloxy-1,3-propanediol), C(C)OC(CBr)OCC (bromoacetaldehyde diethyl acetal). Product: C(C1=CC=CC=C1)OC1COC(OC1)CBr (5-benzyloxy-2-bromomethyl-1,3-dioxane). As a reaction SMILES: [CH2:1]([O:8][CH:9]([CH2:12][OH:13])[CH2:10][OH:11])[C:2]1[CH:7]=[CH:6][CH:5]=[CH:4][CH:3]=1.C(O[CH:17](OCC)[CH2:18][Br:19])C>>[CH2:1]([O:8][CH:9]1[CH2:10][O:11][CH:17]([CH2:18][Br:19])[O:13][CH2:12]1)[C:2]1[CH:7]=[CH:6][CH:5]=[CH:4][CH:3]=1. Reported procedure: By the method of Example 38, 2-benzyloxy-1,3-propanediol was reacted with bromoacetaldehyde diethyl acetal to yield 5-benzyloxy-2-bromomethyl-1,3-dioxane; b.p. 130°-133° C/10-4 mm Hg; nD25 1.5395. The nmr spectrum was consistent with the assigned structure and indicated the cis-isomer content was 30 ± 5%, the remainder being trans. Reaction conditions: temperature -78 celsius, time 3.5 hour. Procedure: There was dissolved 2.50 g (8.98 mmol) of 6,6,9,9-tetramethyl-6,7,8,9-tetrahydrobenzofluorene in 56 mL of THF, and the obtained solution was cooled down to −78° C. To the solution, 5.68 mL of a 1.58 M-concentration hexane solution of n-butyllithium was added slowly, 5.68 mL of said hexane solution containing 8.98 mmol of n-butyllithium. Temperature of the resultant mixture was raised up to a room temperature, and the mixture was stirred for 3.5 hours at a room temperature. The mixture was cooled... As a reaction SMILES: [CH3:1][C:2]1([CH3:21])[CH:14]=[C:13]2[CH:15]=[CH:16][CH:17]=[CH:18][C:12]2=[C:11]2[C:3]1=[C:4]1[C:9]([CH2:10]2)=[CH:8][C:7]([CH3:20])([CH3:19])[CH2:6][CH2:5]1.C([Li])CCC.[CH2:27]([O:30][C:31]1[C:36]([C:37]([CH3:40])([CH3:39])[CH3:38])=[CH:35][C:34]([CH3:41])=[CH:33][C:32]=1[Si:42](Cl)([CH2:45][CH3:46])[CH2:43][CH3:44])[CH:28]=[CH2:29].C(=O)([O-])O.[Na+].C(=O)([O-])[O-].[Na+].[Na+]>C1COCC1.C1(C)C=CC=CC=1.CCCCCC>[CH2:27]([O:30][C:31]1[C:36]([C:37]([CH3:38])([CH3:39])[CH3:40])=[CH:35][C:34]([CH3:41])=[CH:33][C:32]=1[Si:42]([CH:10]1[C:9]2[C:4]([CH2:5][CH2:6][C:7]([CH3:20])([CH3:19])[CH:8]=2)=[C:3]2[C:11]1=[C:12]1[CH:18]=[CH:17][CH:16]=[CH:15][C:13]1=[CH:14][C:2]2([CH3:21])[CH3:1])([CH2:43][CH3:44])[CH2:45][CH3:46])[CH:28]=[CH2:29] |f:3.4,5.6.7|. Run in C1(=CC=CC=C1)C (toluene), CCCCCC (hexane), C1(=CC=CC=C1)C (toluene), C1CCOC1 (THF). The reactants are C(C=C)OC1=C(C=C(C=C1C(C)(C)C)C)[Si](CC)(CC)Cl ((2-allyloxy-3-tert-butyl-5-methylphenyl) chlorodiethylsilane), aqueous solution, C(O)([O-])=O.[Na+] (sodium hydrogen carbonate), aqueous solution, C([O-])([O-])=O.[Na+].[Na+] (sodium carbonate), resultant mixture, C(CCC)[Li] (n-butyllithium), resultant mixture, CC1(C2=C3CCC(C=C3CC2=C2C(=C1)C=CC=C2)(C)C)C (6,6,9,9-tetramethyl-6,7,8,9-tetrahydrobenzofluorene). Product: C(C=C)OC1=C(C=C(C=C1C(C)(C)C)C)[Si](CC)(CC)C1C2=C3C(=CC(C2=C2CCC(C=C12)(C)C)(C)C)C=CC=C3 ((2-allyloxy-3-tert-butyl-5-methylphenyl)(6,6,9,9-tetramethyl-6,7,8,9-tetrahydrobenzofluoren-11-yl)diethylsilane). The reactants are C[SiH](C)N(C(C)(C)C)Cl (Dimethylsilyl(t-butylamino)chloride), [Li].C(CC)C=1[CH-]C2=CC=CC=C2C1 (lithium 2-propylindenide). Solvent: C1CCOC1 (THF), C1CCOC1 (THF). Reaction conditions: time 16 hour. Yields the product C(CC)C=1C(C2=CC=CC=C2C1)[Si](C)(C)NC(C)(C)C ((2-propylindenyl)(t-butylamino)dimethylsilane). The yield is 90.2%. RXN SMILES: [CH3:1][SiH:2]([N:4](Cl)[C:5]([CH3:8])([CH3:7])[CH3:6])[CH3:3].[Li].[CH2:11]([C:14]1[CH-:15][C:16]2[C:21]([CH:22]=1)=[CH:20][CH:19]=[CH:18][CH:17]=2)[CH2:12][CH3:13]>C1COCC1>[CH2:11]([C:14]1[CH:15]([Si:2]([NH:4][C:5]([CH3:8])([CH3:7])[CH3:6])([CH3:3])[CH3:1])[C:16]2[C:21]([CH:22]=1)=[CH:20][CH:19]=[CH:18][CH:17]=2)[CH2:12][CH3:13] |f:1.2,^1:9|. Reported procedure: Dimethylsilyl(t-butylamino)chloride (3.03 g, 0.018 moles) was stirred in THF (100 mL) as lithium-2-propylindenide (3.00 g, 0.018 moles) in THF (20 mL) was added dropwise. This mixture was allowed to stir for 16 hours at room temperature. After the reaction period the volatiles were removed and the residue extracted and filtered using hexane. Removal of the hexane resulted in the isolation of the desired product as a yellow oil (4.67 g, 89.0 percent). This compound was used without further purifi... Procedure details: A solution of boron tribromide in dichloromethane (1M; 8.5 ml, 8.5 mmol) was added dropwise under nitrogen to an ice-cooled, stirred suspension of 3-(3-methoxybenzyl) isoquinolinone (1 g, 3.8 mmol) in dichloromethane (5 ml), the stirred mixture was heated under reflux for 6 hours, then it was cooled to ambient temperature and poured onto 10% aqueous sodium hydroxide solution (30 ml). The basic solution was washed with dichloromethane (3×50 ml), then it was acidified by the addition of concentrat... Isolated yield 41.9%. Reaction SMILES: B(Br)(Br)Br.C[O:6][C:7]1[CH:8]=[C:9]([CH:22]=[CH:23][CH:24]=1)[CH2:10][C:11]1[NH:12][C:13](=[O:21])[C:14]2[C:19]([CH:20]=1)=[CH:18][CH:17]=[CH:16][CH:15]=2.[OH-].[Na+]>ClCCl>[OH:6][C:7]1[CH:8]=[C:9]([CH:22]=[CH:23][CH:24]=1)[CH2:10][C:11]1[NH:12][C:13](=[O:21])[C:14]2[C:19]([CH:20]=1)=[CH:18][CH:17]=[CH:16][CH:15]=2 |f:2.3|. Starting materials: [OH-].[Na+] (sodium hydroxide), COC=1C=C(CC=2NC(C3=CC=CC=C3C2)=O)C=CC1 (3-(3-methoxybenzyl) isoquinolinone), B(Br)(Br)Br (boron tribromide), ice. The product is OC=1C=C(CC=2NC(C3=CC=CC=C3C2)=O)C=CC1 (3-(3-hydroxybenzyl)isoquinolinone). Solvent: ClCCl (dichloromethane), ClCCl (dichloromethane). Conditions: time 30 minute. Reaction SMILES: [Cl:1][C:2]1[C:7]([Cl:8])=[CH:6][C:5]([NH:9][CH2:10][C:11]([O:13]CC)=[O:12])=[C:4]([OH:16])[CH:3]=1.O1CCCC1.O[Li].O.Cl>O>[Cl:1][C:2]1[C:7]([Cl:8])=[CH:6][C:5]([NH:9][CH2:10][C:11]([OH:13])=[O:12])=[C:4]([OH:16])[CH:3]=1 |f:2.3|. Procedure: To a solution of ethyl 2-((4,5-dichloro-2-hydroxyphenyl)amino)acetate (2 g, 7.6 mmol) in of 4:1 mixture of tetrahydrofuran and water (30 mL) at room temperature, LiOH.H2O (3.2 g, 76 mmol) were added and the resulting mixture was stirred for 30 min and then acidified with aqueous HCl (1N) to adjust the pH to 3-5. The mixture was extracted with ethyl acetate (40 mL×3). The combined organic layer was washed with brine (40 mL×3), dried over anhydrous Na2SO4, filtered and concentrated in vacuo to aff... The yield is 111.5%. Reactants: Cl (HCl), ClC1=CC(=C(C=C1Cl)NCC(=O)OCC)O (ethyl 2-((4,5-dichloro-2-hydroxyphenyl)amino)acetate), O1CCCC1 (tetrahydrofuran), O[Li].O (LiOH.H2O). Run in O (water). Yields the product ClC1=CC(=C(C=C1Cl)NCC(=O)O)O (2-((4,5-Dichloro-2-hydroxyphenyl)amino)acetic acid). The reactants are Cl.NC(C(=O)O)CC=1C(NC2=CC=C(C=C2C1)OC)=O (2-amino-3-(6-methoxy-2-quinolon-3-yl)propionic acid hydrochloride), [OH-].[Na+] (sodium hydroxide), [OH-].[Na+] (sodium hydroxide), ClC1=CC=C(C(=O)Cl)C=C1 (p-chlorobenzoyl chloride), ClC1=CC=C(C(=O)Cl)C=C1 (p-chlorobenzoyl chloride), Cl (hydrochloric acid). Run in O (water). Yields the product ClC1=CC=C(C(=O)NC(C(=O)O)CC=2C(NC3=CC=C(C=C3C2)OC)=O)C=C1 (2-(4-chlorobenzoylamino)-3-(6-methoxy-2-quinolon-3-yl)propionic acid). As a reaction SMILES: Cl.[NH2:2][CH:3]([CH2:7][C:8]1[C:9](=[O:20])[NH:10][C:11]2[C:16]([CH:17]=1)=[CH:15][C:14]([O:18][CH3:19])=[CH:13][CH:12]=2)[C:4]([OH:6])=[O:5].[OH-].[Na+].[Cl:23][C:24]1[CH:32]=[CH:31][C:27]([C:28](Cl)=[O:29])=[CH:26][CH:25]=1.Cl>O>[Cl:23][C:24]1[CH:32]=[CH:31][C:27]([C:28]([NH:2][CH:3]([CH2:7][C:8]2[C:9](=[O:20])[NH:10][C:11]3[C:16]([CH:17]=2)=[CH:15][C:14]([O:18][CH3:19])=[CH:13][CH:12]=3)[C:4]([OH:6])=[O:5])=[O:29])=[CH:26][CH:25]=1 |f:0.1,2.3|. Procedure: 1.5 Grams of 2-amino-3-(6-methoxy-2-quinolon-3-yl)propionic acid hydrochloride was dissolved in a solution containing 0.8 g of sodium hydroxide in 25 ml of water, then under ice-cooled condition, 1 g of p-chlorobenzoyl chloride was added dropwise with stirring. The reaction was carried out by adding 1N-sodium hydroxide aqueous solution and p-chlorobenzoyl chloride properly, until the starting material os disappeared from the reaction mixture by checking a sample of the reaction mixture through a... Reactants: CO, CC(=O)O, [K+], [OH-], O=S(=O)(c1ccccc1)n1cc(Cc2ccc(NCc3c(F)cccc3Cl)nc2)c2cccnc21. Product: Fc1cccc(Cl)c1CNc1ccc(Cc2c[nH]c3ncccc23)cn1. As a reaction SMILES: [CH3:36][OH:37].[CH3:40][C:41](=[O:42])[OH:43].[K+:39].[OH-:38].[c:1]1([S:2](=[O:3])(=[O:4])[n:10]2[cH:11][c:12]([CH2:19][c:20]3[cH:21][cH:22][c:23]([NH:26][CH2:27][c:28]4[c:29]([Cl:35])[cH:30][cH:31][cH:32][c:33]4[F:34])[n:24][cH:25]3)[c:13]3[c:14]2[n:15][cH:16][cH:17][cH:18]3)[cH:5][cH:6][cH:7][cH:8][cH:9]1>>[nH:10]1[cH:11][c:12]([CH2:19][c:20]2[cH:21][cH:22][c:23]([NH:26][CH2:27][c:28]3[c:29]([Cl:35])[cH:30][cH:31][cH:32][c:33]3[F:34])[n:24][cH:25]2)[c:13]2[c:14]1[n:15][cH:16][cH:17][cH:18]2. The reactants are ethyl ester, C(C)(C)C1=C(C=CC=C1)SC1=C(C=C(C=C1)\C=C\C(=O)N1C(CCCC1)C(=O)OCC)[N+](=O)[O-] ((2-Isopropylphenyl)[2-nitro-4-(E-((2-carboethoxypiperidin-1-yl)carbonyl)ethenyl)phenyl]sulfide). Solvent: O (H2O). The product is C(C)(C)C1=C(C=CC=C1)SC1=C(C=C(C=C1)\C=C\C(=O)N1C(CCCC1)C(=O)O)[N+](=O)[O-] ((2-Isopropylphenyl)[2-nitro-4-(E-((2-carboxypiperidin-1-yl)carbonyl)ethenyl)phenyl]sulfide). As a reaction SMILES: [CH:1]([C:4]1[CH:9]=[CH:8][CH:7]=[CH:6][C:5]=1[S:10][C:11]1[CH:16]=[CH:15][C:14](/[CH:17]=[CH:18]/[C:19]([N:21]2[CH2:26][CH2:25][CH2:24][CH2:23][CH:22]2[C:27]([O:29]CC)=[O:28])=[O:20])=[CH:13][C:12]=1[N+:32]([O-:34])=[O:33])([CH3:3])[CH3:2]>O>[CH:1]([C:4]1[CH:9]=[CH:8][CH:7]=[CH:6][C:5]=1[S:10][C:11]1[CH:16]=[CH:15][C:14](/[CH:17]=[CH:18]/[C:19]([N:21]2[CH2:26][CH2:25][CH2:24][CH2:23][CH:22]2[C:27]([OH:29])=[O:28])=[O:20])=[CH:13][C:12]=1[N+:32]([O-:34])=[O:33])([CH3:3])[CH3:2]. Procedure details: The title compound was prepared by the procedures described in Example 226, substituting the ethyl ester from Example 225 with the ethyl ester from Example 242, giving a light-yellow solid. 1H NMR (CDCl3, 300 MHz) δ 1.18 (d, J=6.9 Hz, 6H), 1.40-1.89 (m, 5H), 2.34 (br d, J=11.7 Hz, 1H), 3.31-3.51 (m, 1H), 3.44 (septet, J=6.9 Hz, 1H), 4.01 (d, J=11.7 Hz, 1H), 5.42 (br s, 1H), 6.70 (d, J=7.8 Hz, 1H), 6.99 (br d, J=15.6 Hz, 1H), 7.29 (td, J=2.7, 6.9 Hz, 1H), 7.41 (d, J=7.8 Hz, 1H), 7.45-7.58 (m, 3H)...